Dataset: the Open Reaction Database (ORD), a public repository of structured organic reaction records. Task: describe an organic reaction: reactants, conditions, products, and yield Starting materials: C(CCC)[Li] (n-butyllithium), C(#N)C1=CC=NC=C1 (4-cyanopyridine), C[Si](C)(C)C#C (trimethylsilylacetylene), [Li] (lithium), [C-]#[C-].[Li+].[Li+] (lithium acetylide). Solvent: C(C1=CC=CC=C1)#N (benzonitrile), C1CCOC1 (THF). Reaction conditions: time 20 hour. The product is C[Si](C)(C)C#CC1=CC=NC=C1 (4-(trimethylsilylethynyl)pyridine). Isolated yield 56.0%. Reaction SMILES: [C:1]([C:3]1[CH:8]=[CH:7][N:6]=[CH:5][CH:4]=1)#N.[Li].[C-]#[C-].[Li+].[Li+].[CH3:14][Si:15]([C:18]#C)([CH3:17])[CH3:16].C([Li])CCC>C1COCC1.C(#N)C1C=CC=CC=1>[CH3:14][Si:15]([C:18]#[C:1][C:3]1[CH:8]=[CH:7][N:6]=[CH:5][CH:4]=1)([CH3:17])[CH3:16] |f:2.3.4,^1:8|. Reported procedure: The procedure was identical to Example 1, with the exception that 4-cyanopyridine (0.208 g; 2.00 mmol) was used as a substrate instead of benzonitrile and lithium trimethylacetylide (8.00 ml; 4.00 mmol; 0.5 M in THF) was used instead of the in situ derived lithium acetylide made from trimethylsilylacetylene and n-butyllithium. GC analysis of the organic phase of the hydrolyzed reaction sample after 20 h at 65° C. showed the presence of 1.12 mmol (56% yield) of 4-(trimethylsilylethynyl)pyridine a...